From a dataset of the Open Reaction Database (ORD), a public repository of structured organic reaction records. describe an organic reaction: reactants, conditions, products, and yield Starting materials: Bis-triphenylphosphine palladium dichloride, cuprous iodide, IC1=CC=C(C=N1)C12OCC(CO1)(CO2)CCC (1-(6-iodo-3-pyridyl)-4-n-propyl-2,6,7-trioxabicyclo[2.2.2] octane), C[Si](C)(C)C#C (trimethylsilyl acetylene). Run in C(C)NCC (diethylamine). Reaction conditions: time 4 hour. The product is C(CC)C12COC(OC1)(OC2)C=2C=NC(=CC2)C#C[Si](C)(C)C (4-n-Propyl-1-[6-(2-trimethylsilylethynyl)-3-pyridyl]-2,6,7-trioxabicyclo[2.2.2]octane). RXN SMILES: I[C:2]1[N:7]=[CH:6][C:5]([C:8]23[O:15][CH2:14][C:11]([CH2:16][CH2:17][CH3:18])([CH2:12][O:13]2)[CH2:10][O:9]3)=[CH:4][CH:3]=1.[CH3:19][Si:20]([C:23]#[CH:24])([CH3:22])[CH3:21]>C(NCC)C>[CH2:16]([C:11]12[CH2:14][O:15][C:8]([C:5]3[CH:6]=[N:7][C:2]([C:24]#[C:23][Si:20]([CH3:22])([CH3:21])[CH3:19])=[CH:3][CH:4]=3)([O:13][CH2:12]1)[O:9][CH2:10]2)[CH2:17][CH3:18]. Procedure details: Bis-triphenylphosphine palladium dichloride (15 mg) and cuprous iodide (5 mg) were added to a stirred solution of 1-(6-iodo-3-pyridyl)-4-n-propyl-2,6,7-trioxabicyclo[2.2.2] octane (430 mg.) and trimethylsilyl acetylene (252 μl) in dry diethylamine (10 ml) under nitrogen. The resulting mixture was stirred at room temperature for 4 hours. The solvent was removed in vacuo and the residue extracted with diethyl ether. The ethereal solution was washed with water, dried over anhydrous magnesium sulpha... The reactants are Cc1ccccc1, CON=C(OC)c1c(Cl)ccc(C(=O)O)c1Cl, O=S(Cl)Cl. Product: CON=C(OC)c1c(Cl)ccc(C(=O)Cl)c1Cl. Reaction SMILES: [CH3:22][c:23]1[cH:24][cH:25][cH:26][cH:27][cH:28]1.[Cl:1][c:2]1[c:3]([C:4](=[O:5])[OH:6])[cH:7][cH:8][c:9]([Cl:17])[c:10]1[C:11]([O:12][CH3:13])=[N:14][O:15][CH3:16].[S:18]([Cl:19])([Cl:20])=[O:21]>>[Cl:1][c:2]1[c:3]([C:4](=[O:5])[Cl:20])[cH:7][cH:8][c:9]([Cl:17])[c:10]1[C:11]([O:12][CH3:13])=[N:14][O:15][CH3:16].